From a dataset of the Open Reaction Database (ORD), a public repository of structured organic reaction records. describe an organic reaction: reactants, conditions, products, and yield Reactants: OC1=C(C=C(C=O)C=C1OCCC)[N+](=O)[O-] (4-hydroxy-3-nitro-5-propoxybenzaldehyde), OC=1C=C(C=O)C=CC1OC (3-hydroxy-4-methoxybenzaldehyde), BrCCO (2-bromoethanol). Yields the product OCCOC=1C=C(C=O)C=CC1OC (3-(2-hydroxyethoxy)-4-methoxybenzaldehyde). Reaction SMILES: [OH:1][C:2]1C(OCCC)=CC(C=O)=C[C:3]=1[N+]([O-])=O.[OH:17][C:18]1[CH:19]=[C:20]([CH:23]=[CH:24][C:25]=1[O:26][CH3:27])[CH:21]=[O:22].BrCCO>>[OH:1][CH2:2][CH2:3][O:17][C:18]1[CH:19]=[C:20]([CH:23]=[CH:24][C:25]=1[O:26][CH3:27])[CH:21]=[O:22]. Reported procedure: Followed procedure described in Intermediate 65, step 2 starting from 3-hydroxy-4-methoxybenzaldehyde and 2-bromoethanol, using crude material for next step. The reactants are FC1=C(C=CC(=C1)F)[N+](=O)[O-] (2,4-difluoronitrobenzene), CN(N)C (N,N-dimethylhydrazine). Run in C(C)N(CC)CC (triethylamine), CO (methanol). Yields the product FC1=CC(=C(C=C1)[N+](=O)[O-])NN(C)C (4-fluoro-2-(2,2-dimethylhydrazino) nitrobenzene). Isolated yield 48.8%. Reaction SMILES: F[C:2]1[CH:7]=[C:6]([F:8])[CH:5]=[CH:4][C:3]=1[N+:9]([O-:11])=[O:10].[CH3:12][N:13]([CH3:15])[NH2:14]>C(N(CC)CC)C.CO>[F:8][C:6]1[CH:5]=[CH:4][C:3]([N+:9]([O-:11])=[O:10])=[C:2]([NH:14][N:13]([CH3:15])[CH3:12])[CH:7]=1. Reported procedure: 10 g (0.0628 mol) of 2,4-difluoronitrobenzene was stirred for 4 days with 4.36 g (0.0728 mol) of N,N-dimethylhydrazine in 7.08 g of triethylamine and 100 ml methanol. The mixture was concentrated and the resulting solid dissolved in methylene chloride, washed with water and brine, dried with MgSO4 and concentrated to yield an orange solid. The solid was triturated in 95% ethanol/water, filtered and dried to give 6.1 g 4-fluoro-2-(2,2-dimethylhydrazino) nitrobenzene, m.p. 67°-71° C. Starting materials: [OH-].[Na+] (sodium hydroxide), OO (hydrogen peroxide), ClC1=CC=C(C=C1)CC(C(C)=O)C1=CC(=CC=C1)Br (4-(4-chlorophenyl)-3-(3-bromophenyl)-2-butanone), CCC([BH-](C(CC)C)C(CC)C)C.[Li+] (L-selectride). Run in CC(=O)C (acetone), O1CCCC1 (tetrahydrofuran), C1(=CC=CC=C1)C (toluene). Reaction conditions: time 13 hour. Yields the product ClC1=CC=C(C=C1)CC(C(C)O)C1=CC(=CC=C1)Br (4-(4-Chlorophenyl)-3-(3-bromophenyl)-2-butanol). RXN SMILES: [Cl:1][C:2]1[CH:7]=[CH:6][C:5]([CH2:8][CH:9]([C:13]2[CH:18]=[CH:17][CH:16]=[C:15]([Br:19])[CH:14]=2)[C:10](=[O:12])[CH3:11])=[CH:4][CH:3]=1.CCC(C)[BH-](C(C)CC)C(C)CC.[Li+].[OH-].[Na+].OO>O1CCCC1.C1(C)C=CC=CC=1.CC(C)=O>[Cl:1][C:2]1[CH:7]=[CH:6][C:5]([CH2:8][CH:9]([C:13]2[CH:18]=[CH:17][CH:16]=[C:15]([Br:19])[CH:14]=2)[CH:10]([OH:12])[CH3:11])=[CH:4][CH:3]=1 |f:1.2,3.4|. Procedure details: To a solution of 4-(4-chlorophenyl)-3-(3-bromophenyl)-2-butanone (1.55 kg, 4.6 mol) in tetrahydrofuran (8.4 L) at −60° C. was added L-selectride (1.0 M in tetrahydrofuran, 5.3 L, 5.3 mol), and the reaction mixture was allowed to slowly warm up to room temperature overnight. The mixture was cooled back to 0° C., and was quenched by slow addition of acetone, aqueous sodium hydroxide (2.5 N, 8.5 L, 21 mol) and 30% hydrogen peroxide (2.1 L, 21 mol). After stirig at room temperature for 13 h, the rea... The reactants are CCC(CC)C(=O)Cl, CCN(CC)C(=O)C(=C1CCN(c2ccc(N)cc2F)CC1)c1cccc(F)c1. Product: CCC(CC)C(=O)Nc1ccc(N2CCC(=C(C(=O)N(CC)CC)c3cccc(F)c3)CC2)c(F)c1. Reaction SMILES: [CH2:30]([CH3:31])[CH:32]([C:33](=[O:34])[Cl:35])[CH2:36][CH3:37].[NH2:1][c:2]1[cH:3][c:4]([F:29])[c:5]([N:8]2[CH2:9][CH2:10][C:11](=[C:14]([C:15](=[O:16])[N:17]([CH2:18][CH3:19])[CH2:20][CH3:21])[c:22]3[cH:23][c:24]([F:28])[cH:25][cH:26][cH:27]3)[CH2:12][CH2:13]2)[cH:6][cH:7]1>>[NH:1]([c:2]1[cH:3][c:4]([F:29])[c:5]([N:8]2[CH2:9][CH2:10][C:11](=[C:14]([C:15](=[O:16])[N:17]([CH2:18][CH3:19])[CH2:20][CH3:21])[c:22]3[cH:23][c:24]([F:28])[cH:25][cH:26][cH:27]3)[CH2:12][CH2:13]2)[cH:6][cH:7]1)[C:33]([CH:32]([CH2:30][CH3:31])[CH2:36][CH3:37])=[O:34].